This data is from the Open Reaction Database (ORD), a public repository of structured organic reaction records. The task is: describe an organic reaction: reactants, conditions, products, and yield Starting materials: CN (methylamine), C(C)OC(CNC(CN1C(CCC1)=O)=O)=O (N-(2-oxo-1-pyrrolidineacetyl)-glycine ethyl ester). Conditions: time 8 hour. The product is CNC(CNC(CN1C(CCC1)=O)=O)=O (N-methyl-2-(2-oxo-1-pyrrolidineacetamido)-acetamide). The yield is 92.0%. As a reaction SMILES: [CH3:1][NH2:2].C(O[C:6](=[O:18])[CH2:7][NH:8][C:9](=[O:17])[CH2:10][N:11]1[CH2:15][CH2:14][CH2:13][C:12]1=[O:16])C>>[CH3:1][NH:2][C:6](=[O:18])[CH2:7][NH:8][C:9](=[O:17])[CH2:10][N:11]1[CH2:15][CH2:14][CH2:13][C:12]1=[O:16]. Procedure details: 31 g (1 mole) of methylamine are added to 18.24 g (0.08 mole) of N-(2-oxo-1-pyrrolidineacetyl)-glycine ethyl ester and the reaction mixture is kept at -20° C. for 8 hours, while stirring. It is then evaporated and the residue is recrystallized from absolute ethanol, 15.7 g. of N-methyl-2-(2-oxo-1-pyrrolidineacetamido)-acetamide being obtained (yield: 92% of theory); M.P. 139°-140° C. Starting materials: CN(C)C=O, CCOC(C)=O, COc1cc(Cl)c(-n2c(=O)[nH]c3c(OC)cc(CO)nc32)cc1S(=O)(=O)C(C)(C)c1ccccc1. The product is COc1cc(Cl)c(-n2c(=O)[nH]c3c(OC)cc(C(=O)O)nc32)cc1S(=O)(=O)C(C)(C)c1ccccc1. As a reaction SMILES: [CH3:36][N:37]([CH3:38])[CH:40]=[O:39].[CH3:41][CH2:42][O:43][C:44](=[O:45])[CH3:46].[Cl:1][c:2]1[c:3](-[n:22]2[c:23](=[O:35])[nH:24][c:25]3[c:26]2[n:27][c:28]([CH2:33][OH:34])[cH:29][c:30]3[O:31][CH3:32])[cH:4][c:5]([S:10](=[O:11])(=[O:12])[C:13]([CH3:14])([c:15]2[cH:16][cH:17][cH:18][cH:19][cH:20]2)[CH3:21])[c:6]([O:8][CH3:9])[cH:7]1>>[Cl:1][c:2]1[c:3](-[n:22]2[c:23](=[O:35])[nH:24][c:25]3[c:26]2[n:27][c:28]([C:33](=[O:34])[OH:39])[cH:29][c:30]3[O:31][CH3:32])[cH:4][c:5]([S:10](=[O:11])(=[O:12])[C:13]([CH3:14])([c:15]2[cH:16][cH:17][cH:18][cH:19][cH:20]2)[CH3:21])[c:6]([O:8][CH3:9])[cH:7]1. The reactants are C(CCC)[Li] (n-butyl lithium), C(C1=CC=CC=C1)OC1=CC=C(C=C1)CC[N+](=O)[O-] (1-benzyloxy-4-(2-nitro-ethyl)-benzene), ClCCl (dichloromethane), Example 229-1-2, O1CCCC1 (tetrahydrofuran). Reagents/catalysts: [Ti](Cl)(Cl)(Cl)Cl (titanium (IV) chloride). The solvent is C(C)(=O)OCC (ethyl acetate), O (water). Conditions: temperature 10 celsius, time 20 minute. Yields the product C(C1=CC=CC=C1)OC1=CC=C(C=C1)CC(=NO)Cl (4-Benzyloxy-phenyl-acetohydroximoyl chloride). Isolated yield 78.0%. Reaction SMILES: [CH2:1]([O:8][C:9]1[CH:14]=[CH:13][C:12]([CH2:15][CH2:16][N+:17]([O-:19])=O)=[CH:11][CH:10]=1)[C:2]1[CH:7]=[CH:6][CH:5]=[CH:4][CH:3]=1.O1CCCC1.[Cl:25]CCl.C([Li])CCC>[Ti](Cl)(Cl)(Cl)Cl.C(OCC)(=O)C.O>[CH2:1]([O:8][C:9]1[CH:14]=[CH:13][C:12]([CH2:15][C:16]([Cl:25])=[N:17][OH:19])=[CH:11][CH:10]=1)[C:2]1[CH:7]=[CH:6][CH:5]=[CH:4][CH:3]=1. Procedure details: To a mixture of 1-benzyloxy-4-(2-nitro-ethyl)-benzene described in Manufacturing Example 229-1-2 (39 g, 0.15 mol), tetrahydrofuran (350 mL) and dichloromethane (350 mL) was added n-butyl lithium (63 mL, 2.6 M n-hexane solution, 0.17 mol) at −78° C., which was stirred for 20 minutes at the same temperature. To the reaction mixture was added titanium (IV) chloride (25 mL, 0.23 mol) at the same temperature, and the mixture was warmed gradually to 10° C. After cooling the reaction mixture to 0° C., ... The product is Cc1cc(C)cc(-c2[nH]c3ccc(C(C)(C)C=O)cc3c2CCNC(=O)OC(C)(C)C)c1. Reactants: [Al+3], COCNC(=O)C(C)(C)c1ccc2[nH]c(-c3cc(C)cc(C)c3)c(CCNC(=O)OC(C)(C)C)c2c1, [H-], [H-], [H-], [H-], [Li+], C1CCOC1. Reaction SMILES: [Al+3:38].[C:1]([CH3:2])([CH3:3])([CH3:4])[O:5][C:6]([NH:7][CH2:8][CH2:9][c:10]1[c:11](-[c:28]2[cH:29][c:30]([CH3:35])[cH:31][c:32]([CH3:34])[cH:33]2)[nH:12][c:13]2[cH:14][cH:15][c:16]([C:19]([CH3:20])([CH3:21])[C:22]([NH:23][CH2:24][O:25][CH3:26])=[O:27])[cH:17][c:18]12)=[O:36].[H-:37].[H-:40].[H-:41].[H-:42].[Li+:39].[O:43]1[CH2:44][CH2:45][CH2:46][CH2:47]1>>[C:1]([CH3:2])([CH3:3])([CH3:4])[O:5][C:6]([NH:7][CH2:8][CH2:9][c:10]1[c:11](-[c:28]2[cH:29][c:30]([CH3:35])[cH:31][c:32]([CH3:34])[cH:33]2)[nH:12][c:13]2[cH:14][cH:15][c:16]([C:19]([CH3:20])([CH3:21])[CH:22]=[O:27])[cH:17][c:18]12)=[O:36]. Starting materials: CC(C)Cc1ccc(O)c(O)c1, CC(C)=O, Cc1ccccc1, O, Cc1ccc(S(=O)(=O)O)cc1. The product is CC(C)Cc1ccc2c(c1)OC(C)(C)O2. As a reaction SMILES: [CH2:1]([CH:2]([CH3:3])[CH3:4])[c:5]1[cH:6][c:7]([OH:12])[c:8]([OH:9])[cH:10][cH:11]1.[CH3:13][C:14]([CH3:15])=[O:16].[CH3:29][c:30]1[cH:31][cH:32][cH:33][cH:34][cH:35]1.[OH2:17].[c:18]1([CH3:19])[cH:20][cH:21][c:22]([S:23]([OH:24])(=[O:25])=[O:26])[cH:27][cH:28]1>>[CH2:1]([CH:2]([CH3:3])[CH3:4])[c:5]1[cH:6][c:7]2[c:8]([cH:10][cH:11]1)[O:9][C:14]([CH3:13])([CH3:15])[O:12]2. The reactants are BrC1=C(N)C=CC=C1 (2-bromoaniline), C1(=CC=CC=C1)S(=O)(=O)N1C=C(C=2C1=NC=CC2)C2=NC(=NC=C2)Cl (1-benzenesulfonyl-3-(2-chloro-pyrimidin-4-yl)-1H-pyrrolo[2,3-b]pyridine). Yields the product BrC1=C(C=CC=C1)NC1=NC=CC(=N1)C1=CNC2=NC=CC=C21 ((2-Bromophenyl)-[4-(1H-pyrrolo[2,3-b]pyridin-3-yl)-pyrimidin-2-yl]-amine). Isolated yield 23.3%. RXN SMILES: [Br:1][C:2]1[CH:8]=[CH:7][CH:6]=[CH:5][C:3]=1[NH2:4].C1(S([N:18]2[C:22]3=[N:23][CH:24]=[CH:25][CH:26]=[C:21]3[C:20]([C:27]3[CH:32]=[CH:31][N:30]=[C:29](Cl)[N:28]=3)=[CH:19]2)(=O)=O)C=CC=CC=1>>[Br:1][C:2]1[CH:8]=[CH:7][CH:6]=[CH:5][C:3]=1[NH:4][C:29]1[N:28]=[C:27]([C:20]2[C:21]3[C:22](=[N:23][CH:24]=[CH:25][CH:26]=3)[NH:18][CH:19]=2)[CH:32]=[CH:31][N:30]=1. Procedure: Using the procedure of example 1, 2-bromoaniline (139 mg) was reacted with compound 1f (100 mg) to provide compound 28 (23 mg, 23%). 1H NMR (400 MHz, CD3OD) δ 8.67 (d, J=8.0 Hz, 1H), 8.30 (t, J=5.2 Hz, 1H), 8.25 (d, J=1.2 Hz, 1H), 8.24 (s, 1H), 8.15 (d, J=8.0 Hz, 1H), 7.67 (d, J=8.0 Hz, 1H), 7.41 (t, J=8.0 Hz, 1H), 7.26 (d, J=6.0 HZ, 1H), 7.15 (dd, J=7.8 Hz, 4.8 Hz, 1H), 7.08 (t, J=7.8 Hz, 1H). MS (ESI) m/z: 366 (M+H)+. Conditions: temperature 200 celsius. Yield: 78.4%. RXN SMILES: [CH2:1]([C:4]12[CH2:10][CH:7]([CH:8]=[CH:9]1)[CH:6]1[C:11]([O:13][C:14](=[O:15])[CH:5]21)=[O:12])[CH:2]=[CH2:3].[CH2:16]([NH2:22])[CH2:17][O:18][CH2:19][CH2:20][OH:21]>>[OH:21][CH2:20][CH2:19][O:18][CH2:17][CH2:16][N:22]=[C:14]([CH:5]1[CH:6]([C:11]([OH:13])=[O:12])[CH:7]2[CH2:10][C:4]1([CH2:1][CH:2]=[CH2:3])[CH:9]=[CH:8]2)[OH:15]. Yields the product OCCOCCN=C(O)C1C2(C=CC(C1C(=O)O)C2)CC=C (Allylbicyclo[2.2.1]hept-5-ene-2,3-dicarboxylic acid N-[2'-(2"-hydroxyethoxy)ethyl]imide). Procedure details: 120 g of allylbicyclo[2.2.1]hept-5-ene-2,3-dicarboxylic acid anhydride are reacted with 67.9 g of diglycolamine at 140° C., the reaction mixture is heated to 200° C. and the pressure is lowered to 10.6 Pa, affording 142.6 g of a yellow oil with a viscosity of 1.55 Pa.s at 25° C. and an n25D of 1.5230. The reactants are C(C=C)C12C3C(C(C=C1)C2)C(=O)OC3=O (allylbicyclo[2.2.1]hept-5-ene-2,3-dicarboxylic acid anhydride), C(COCCO)N (diglycolamine). The product is Cc1cc(Oc2cc(Cl)ccn2)cc2c1C(CC(=O)O)OB2O. Starting materials: C1CCOC1, CO, CCOC(=O)CC1OB(O)c2cc(Oc3cc(Cl)ccn3)cc(C)c21, [Na+], [OH-]. RXN SMILES: [CH2:30]1[O:31][CH2:32][CH2:33][CH2:34]1.[CH3:28][OH:29].[Cl:1][c:2]1[cH:3][c:4]([O:8][c:9]2[cH:10][c:11]([CH3:25])[c:12]3[c:13]([cH:24]2)[B:14]([OH:23])[O:15][CH:16]3[CH2:17][C:18](=[O:19])[O:20][CH2:21][CH3:22])[n:5][cH:6][cH:7]1.[Na+:27].[OH-:26]>>[Cl:1][c:2]1[cH:3][c:4]([O:8][c:9]2[cH:10][c:11]([CH3:25])[c:12]3[c:13]([cH:24]2)[B:14]([OH:23])[O:15][CH:16]3[CH2:17][C:18](=[O:19])[OH:20])[n:5][cH:6][cH:7]1.